Dataset: the Open Reaction Database (ORD), a public repository of structured organic reaction records. Task: describe an organic reaction: reactants, conditions, products, and yield Starting materials: O=C=O, O=C(O)CC1COc2ccccc2O1, C1CCOC1, OC1(c2ccccc2)CCNCC1. Product: O=C(CC1COc2ccccc2O1)N1CCC(O)(c2ccccc2)CC1. As a reaction SMILES: [O:15]=[C:16]=[O:17].[O:1]1[CH:2]([CH2:11][C:12](=[O:13])[OH:14])[CH2:3][O:4][c:5]2[c:6]1[cH:7][cH:8][cH:9][cH:10]2.[O:31]1[CH2:32][CH2:33][CH2:34][CH2:35]1.[OH:18][C:19]1([c:25]2[cH:26][cH:27][cH:28][cH:29][cH:30]2)[CH2:20][CH2:21][NH:22][CH2:23][CH2:24]1>>[O:1]1[CH:2]([CH2:11][C:12](=[O:14])[N:22]2[CH2:21][CH2:20][C:19]([OH:18])([c:25]3[cH:26][cH:27][cH:28][cH:29][cH:30]3)[CH2:24][CH2:23]2)[CH2:3][O:4][c:5]2[c:6]1[cH:7][cH:8][cH:9][cH:10]2.